Dataset: the Open Reaction Database (ORD), a public repository of structured organic reaction records. Task: describe an organic reaction: reactants, conditions, products, and yield The reactants are [Cl-].[Mg+2].[Cl-] (magnesium chloride), C(C)(=O)OC(C)(C)C (tert-butyl acetate), ClC[C@H](CC(=O)OCC)O (ethyl(3S)-4-chloro-3-hydroxybutyrate), C(C)(C)[N-]C(C)C.[Li+] (lithium diisopropylamide), [H-].[Na+] (sodium hydride). The solvent is CCCCCC (hexane), O1CCCC1 (tetrahydrofuran). Yields the product ClC[C@H](CC(CC(=O)OC(C)(C)C)=O)O (Tert-butyl(5S)-6-chloro-5-hydroxy-3-oxohexanoate). As a reaction SMILES: [H-].[Na+].[Cl-].[Mg+2].[Cl-].[C:6]([O:9][C:10]([CH3:13])([CH3:12])[CH3:11])(=[O:8])[CH3:7].[Cl:14][CH2:15][C@@H:16]([OH:23])[CH2:17][C:18](OCC)=[O:19].C([N-]C(C)C)(C)C.[Li+]>CCCCCC.O1CCCC1>[Cl:14][CH2:15][C@@H:16]([OH:23])[CH2:17][C:18](=[O:19])[CH2:7][C:6]([O:9][C:10]([CH3:13])([CH3:12])[CH3:11])=[O:8] |f:0.1,2.3.4,7.8|. Run at time 30 minute. Reported procedure: Separately, 240 mg (6 mmol equivalent) of sodium hydride (60% in mineral oil) was washed with hexane and, then, 6 ml of tetrahydrofuran was added. Then, at 5° C., 1.71 g (18.0 mmol) of magnesium chloride, 1.74 g (15.0 mmol) of tert-butyl acetate and 1.0 g (6 mmol) of ethyl(3S)-4-chloro-3-hydroxybutyrate were added and the mixture was stirred for 30 minutes. To this mixture, the lithium diisopropylamide solution prepared above was added dropwise over 10 minutes at the same temperature and the rea... The reactants are I(=O)(=O)(=O)[O-].[Na+] (sodium periodate), CC(C[C@H]1CC(N(C1)[C@@H](C)C1=CC=CC=C1)=O)CC=C ((S)-4-(2-Methyl-pent-4-enyl)-1-((S)-1-phenyl-ethyl)-pyrrolidin-2-one). Reagents/catalysts: O=[Os](=O)(=O)=O (OsO4). The solvent is CC(C)(C)O (t-BuOH), C1CCOC1.O (THF H2O). Conditions: time 1 hour. The product is OCCC(C[C@H]1CC(N(C1)[C@@H](C)C1=CC=CC=C1)=O)C ((S)-4-(4-Hydroxy-2-methyl-butyl)-1-((S)-1-phenyl-ethyl)-pyrrolidin-2-one). RXN SMILES: [CH3:1][CH:2]([CH2:18][CH:19]=C)[CH2:3][C@@H:4]1[CH2:8][N:7]([C@H:9]([C:11]2[CH:16]=[CH:15][CH:14]=[CH:13][CH:12]=2)[CH3:10])[C:6](=[O:17])[CH2:5]1.I([O-])(=O)(=O)=[O:22].[Na+]>CC(O)(C)C.C1COCC1.O.O=[Os](=O)(=O)=O>[OH:22][CH2:19][CH2:18][CH:2]([CH3:1])[CH2:3][C@@H:4]1[CH2:8][N:7]([C@H:9]([C:11]2[CH:16]=[CH:15][CH:14]=[CH:13][CH:12]=2)[CH3:10])[C:6](=[O:17])[CH2:5]1 |f:1.2,4.5|. Procedure details: OsO4 (2 mL of a 4% wt solution in t-BuOH) was added to the alkene 88 (5.8 g, 0.021 mol) in THF/H2O (3:1, 100 mL). After 1 hour, sodium periodate (11.4 g, 0.053 mol) was added. After 2 hours, the suspension was filtered and the solids washed with dichloromethane. The filtrate was concentrated and the residue azeotroped with toluene. The residue was dissolved in ethanol and sodium borohydride (2.5 g) added. The suspension was stirred at room temperature 15 overnight. 1N citric acid was added and t... The reactants are N(=[N+]=[N-])C1=C(C#N)C(=CC=N1)N[C@@H](C)CCC1=CC=CC=C1 ((S)-2-azido-4-((4-phenylbutan-2-yl)amino)nicotinonitrile), O (water). The solvent is CP(C)C (trimethylphosphine), O1CCCC1 (tetrahydrofuran), C1CCOC1 (THF). Product: NC1=C(C#N)C(=CC=N1)N[C@@H](C)CCC1=CC=CC=C1 ((S)-2-Amino-4-((4-phenylbutan-2-yl)amino)nicotinonitrile). Yield: 68.4%. As a reaction SMILES: [N:1]([C:4]1[N:11]=[CH:10][CH:9]=[C:8]([NH:12][C@H:13]([CH2:15][CH2:16][C:17]2[CH:22]=[CH:21][CH:20]=[CH:19][CH:18]=2)[CH3:14])[C:5]=1[C:6]#[N:7])=[N+]=[N-].O>C1COCC1.CP(C)C>[NH2:1][C:4]1[N:11]=[CH:10][CH:9]=[C:8]([NH:12][C@H:13]([CH2:15][CH2:16][C:17]2[CH:18]=[CH:19][CH:20]=[CH:21][CH:22]=2)[CH3:14])[C:5]=1[C:6]#[N:7]. Reported procedure: Prepared according to the methods above using (S)-2-azido-4-((4-phenylbutan-2-yl)amino)nicotinonitrile (59.1 mg, 0.192 mmol) in THF (2.0 mL), trimethylphosphine 1.0 M in tetrahydrofuran (0.960 mL, 0.960 mmol) and water (0.017 mL, 0.960 mmol) at rt for 3.5 hours to give the desired product as a white solid (35 mg). LC/MS (267, [M+H]+); 1H NMR (400 MHz, CHLOROFORM-d) δ 7.78 (d, J=6.3 Hz, 1H), 7.35-7.26 (m, 2H), 7.26-7.19 (m, 1H), 7.19-7.11 (m, 2H), 5.83 (d, J=6.3 Hz, 1H), 5.13 (br. s., 2H), 4.70 (... Reactants: C(CC)(=O)O[C@@H]1[C@]2(C)[C@@H](CC1)[C@@H]1CCC3=CCC[C@@H]([C@]3(COC(CC)=O)[C@H]1CC2)C (1α-methyl-4-androstene-17β,19-diol dipropionate), 1α,17α-dimethyl-4-androsten-17β,19-diol dipropionate, C(CC)(=O)O[C@@H]1[C@]2(C)[C@@H](CC1)[C@@H]1CCC3=C(CCC[C@]3(COC(CC)=O)[C@H]1CC2)C (4-methyl-4-androstene-17β,19-diol dipropionate). Yields the product 1α,17α-dimethyl-4-androsten-17β,19-diol 17-propionate, C(CC)(=O)O[C@@H]1[C@]2(C)[C@@H](CC1)[C@@H]1CCC3=C(CCC[C@]3(CO)[C@H]1CC2)C (4-methyl-4-androstene-17β,19-diol 17-propionate). As a reaction SMILES: [C:1]([O:5][C@H:6]1[CH2:11][CH2:10][C@H:9]2[C@H:12]3[C@H:27]([CH2:28][CH2:29][C@:7]12[CH3:8])[C@:20]1([CH2:21][O:22]C(=O)CC)[C:15](=[C:16]([CH3:30])[CH2:17][CH2:18][CH2:19]1)[CH2:14][CH2:13]3)(=[O:4])[CH2:2][CH3:3].C(O[C@H]1CC[C@H]2[C@H]3[C@H](CC[C@]12C)[C@]1(COC(=O)CC)C(=CCC[C@@H]1C)CC3)(=O)CC>>[C:1]([O:5][C@H:6]1[CH2:11][CH2:10][C@H:9]2[C@H:12]3[C@H:27]([CH2:28][CH2:29][C@:7]12[CH3:8])[C@:20]1([CH2:21][OH:22])[C:15](=[C:16]([CH3:30])[CH2:17][CH2:18][CH2:19]1)[CH2:14][CH2:13]3)(=[O:4])[CH2:2][CH3:3]. Reported procedure: Substituting 1α,17α-dimethyl-4-androsten-17β,19-diol dipropionate and 4-methyl-4-androstene-17β,19-diol dipropionate in the above procedure for the 1α-methyl-4-androstene-17β,19-diol dipropionate results in the formation of 1α,17α-dimethyl-4-androsten-17β,19-diol 17-propionate and 4-methyl-4-androstene-17β,19-diol 17-propionate, respectively. Starting materials: C(C)OC=1C=C(C=C(C1C=1C=NN(C1)C)OCC)C(=O)N1CCC2(CC1)OC1=CC=C(C=C1C(C2)=O)C=2C=C(C=NC2)C(=O)O (5-(1′-{[3,5-Diethoxy-4-(1-methyl-1H-pyrazol-4-yl)phenyl]carbonyl}-4-oxospiro[chroman-2,4′-piperidin]-6-yl)pyridine-3-carboxylic acid), [OH-].[Na+] (sodium hydroxide). The solvent is O (water). Reaction conditions: time 1 hour. Product: [Na+].C(C)OC=1C=C(C=C(C1C=1C=NN(C1)C)OCC)C(=O)N1CCC2(CC1)OC1=CC=C(C=C1C(C2)=O)C=2C=C(C=NC2)C(=O)[O-] (5-(1′-{[3,5-Diethoxy-4-(1-methyl-1H-pyrazol-4-yl)phenyl]carbonyl}-4-oxospiro[chroman-2,4′-piperidin]-6-yl)pyridine-3-carboxylic acid sodium salt). Reaction SMILES: [CH2:1]([O:3][C:4]1[CH:5]=[C:6]([C:19]([N:21]2[CH2:26][CH2:25][C:24]3([CH2:35][C:34](=[O:36])[C:33]4[C:28](=[CH:29][CH:30]=[C:31]([C:37]5[CH:38]=[C:39]([C:43]([OH:45])=[O:44])[CH:40]=[N:41][CH:42]=5)[CH:32]=4)[O:27]3)[CH2:23][CH2:22]2)=[O:20])[CH:7]=[C:8]([O:16][CH2:17][CH3:18])[C:9]=1[C:10]1[CH:11]=[N:12][N:13]([CH3:15])[CH:14]=1)[CH3:2].[OH-].[Na+:47]>O>[Na+:47].[CH2:1]([O:3][C:4]1[CH:5]=[C:6]([C:19]([N:21]2[CH2:26][CH2:25][C:24]3([CH2:35][C:34](=[O:36])[C:33]4[C:28](=[CH:29][CH:30]=[C:31]([C:37]5[CH:38]=[C:39]([C:43]([O-:45])=[O:44])[CH:40]=[N:41][CH:42]=5)[CH:32]=4)[O:27]3)[CH2:23][CH2:22]2)=[O:20])[CH:7]=[C:8]([O:16][CH2:17][CH3:18])[C:9]=1[C:10]1[CH:11]=[N:12][N:13]([CH3:15])[CH:14]=1)[CH3:2] |f:1.2,4.5|. Procedure details: 5-(1′-{[3,5-Diethoxy-4-(1-methyl-1H-pyrazol-4-yl)phenyl]carbonyl}-4-oxospiro[chroman-2,4′-piperidin]-6-yl)pyridine-3-carboxylic acid (285 mg) was suspended in water (6 mL), and aqueous 1 N sodium hydroxide solution (0.624 mL) was added to it at room temperature, and stirred for 1 hour. The reaction liquid was purified through ODS reversed-phase chromatography (water/methanol) to obtain the title compound. 1H-NMR (400 MHz, DMSO-d6) δ: 8.90-8.87 (1.0H, m), 8.74-8.72 (1.0H, m), 8.28-8.26 (1.0H, m),... Starting materials: CC1=C(NC2=C1C(N(CC2)CCN2CCCCC2)=O)C=O (3-methyl-4-oxo-5-(2-piperidin-1-yl-ethyl)-4,5,6,7-tetrahydro-1H-pyrrolo[3,2-c]pyridine-2-carbaldehyde), FC=1C=C(C=CC1)C1=C2CC(NC2=CC=C1)=O (4-(3-fluoro-phenyl)-1,3-dihydro-indol-2-one). Yields the product FC=1C=C(C=CC1)C1=C2C(C(NC2=CC=C1)=O)=CC1=C(C=2C(N(CCC2N1)CCN1CCCCC1)=O)C (2-[4-(3-fluoro-phenyl)-2-oxo-1,2-dihydro-indol-3-ylidenemethyl]-3-methyl-5-(2-piperidin-1-yl-ethyl)-1,5,6,7-tetrahydro-pyrrolo[3,2-c]pyridin-4-one). Yield: 60.7%. As a reaction SMILES: [CH3:1][C:2]1[C:6]2[C:7](=[O:19])[N:8]([CH2:11][CH2:12][N:13]3[CH2:18][CH2:17][CH2:16][CH2:15][CH2:14]3)[CH2:9][CH2:10][C:5]=2[NH:4][C:3]=1[CH:20]=O.[F:22][C:23]1[CH:24]=[C:25]([C:29]2[CH:37]=[CH:36][CH:35]=[C:34]3[C:30]=2[CH2:31][C:32](=[O:38])[NH:33]3)[CH:26]=[CH:27][CH:28]=1>>[F:22][C:23]1[CH:24]=[C:25]([C:29]2[CH:37]=[CH:36][CH:35]=[C:34]3[C:30]=2[C:31](=[CH:20][C:3]2[NH:4][C:5]4[CH2:10][CH2:9][N:8]([CH2:11][CH2:12][N:13]5[CH2:14][CH2:15][CH2:16][CH2:17][CH2:18]5)[C:7](=[O:19])[C:6]=4[C:2]=2[CH3:1])[C:32](=[O:38])[NH:33]3)[CH:26]=[CH:27][CH:28]=1. Procedure: The title compound was prepared under the same conditions as described in Example 25 with 3-methyl-4-oxo-5-(2-piperidin-1-yl-ethyl)-4,5,6,7-tetrahydro-1H-pyrrolo[3,2-c]pyridine-2-carbaldehyde and 4-(3-fluoro-phenyl)-1,3-dihydro-indol-2-one (prepared according to WO2002055517) as starting materials to give 2-[4-(3-fluoro-phenyl)-2-oxo-1,2-dihydro-indol-3-ylidenemethyl]-3-methyl-5-(2-piperidin-1-yl-ethyl)-1,5,6,7-tetrahydro-pyrrolo[3,2-c]pyridin-4-one (63 mg, 60.7%) as an orange solid. The reactants are CC(=O)CC(C)C, C=C(C)n1c(=O)n(CCCCl)c2ccccc21, [I-], [K+], [Na+], [Na+], O=C([O-])[O-], O, c1ccc(CN2CCNCC2)cc1. The product is C=C(C)n1c(=O)n(CCCN2CCN(Cc3ccccc3)CC2)c2ccccc21. As a reaction SMILES: [CH3:40][CH:41]([CH3:42])[CH2:43][C:44](=[O:45])[CH3:46].[Cl:1][CH2:2][CH2:3][CH2:4][n:5]1[c:6](=[O:17])[n:7]([C:14](=[CH2:15])[CH3:16])[c:8]2[c:9]1[cH:10][cH:11][cH:12][cH:13]2.[I-:38].[K+:37].[Na+:31].[Na+:32].[O-:33][C:34](=[O:35])[O-:36].[OH2:39].[c:18]1([CH2:24][N:25]2[CH2:26][CH2:27][NH:28][CH2:29][CH2:30]2)[cH:19][cH:20][cH:21][cH:22][cH:23]1>>[CH2:2]([CH2:3][CH2:4][n:5]1[c:6](=[O:17])[n:7]([C:14](=[CH2:15])[CH3:16])[c:8]2[c:9]1[cH:10][cH:11][cH:12][cH:13]2)[N:28]1[CH2:27][CH2:26][N:25]([CH2:24][c:18]2[cH:19][cH:20][cH:21][cH:22][cH:23]2)[CH2:30][CH2:29]1. Reactants: COC1=CC2=C(C=N1)\C(\C(CCC2)=O)=C/C2=NC=CC=C2 ((E)-3-Methoxy-9-(pyridin-2-ylmethylene)-6,7-dihydro-5H-cyclohepta[c]pyridin-8 (9H)-one). The reagents and catalysts are [OH-].[OH-].[Pd+2] (palladium hydroxide on carbon). Run in C1(=CC=CC=C1)C (toluene). The product is COC1=CC2=C(C=N1)C(C(CCC2)=O)CC2=NC=CC=C2 (3-methoxy-9-(pyridin-2-ylmethyl)-6,7-dihydro-5H-cyclohepta[c]pyridin-8(9H)-one). The yield is 73.0%. RXN SMILES: [CH3:1][O:2][C:3]1[N:8]=[CH:7][C:6]2/[C:9](=[CH:15]\[C:16]3[CH:21]=[CH:20][CH:19]=[CH:18][N:17]=3)/[C:10](=[O:14])[CH2:11][CH2:12][CH2:13][C:5]=2[CH:4]=1>C1(C)C=CC=CC=1.[OH-].[OH-].[Pd+2]>[CH3:1][O:2][C:3]1[N:8]=[CH:7][C:6]2[CH:9]([CH2:15][C:16]3[CH:21]=[CH:20][CH:19]=[CH:18][N:17]=3)[C:10](=[O:14])[CH2:11][CH2:12][CH2:13][C:5]=2[CH:4]=1 |f:2.3.4|. Procedure: (E)-3-Methoxy-9-(pyridin-2-ylmethylene)-6,7-dihydro-5H-cyclohepta[c]pyridin-8 (9H)-one (127, R5=Pyridin-2-yl) (36.15 g, 129 mmol) in toluene (800 mL) with 20 wt % (wet) palladium hydroxide on carbon (4.53 g, 6.45 mmol) was stirred under a hydrogen filled balloon for about 7 h. The catalyst was removed by filtration through a pad of Celite® then the pad was washed with toluene (250 mL). The filtrate was concentrated under reduced pressure then the material was purified on silica gel (330 g) using...